Dataset: the Open Reaction Database (ORD), a public repository of structured organic reaction records. Task: describe an organic reaction: reactants, conditions, products, and yield Starting materials: C(C)(=O)O (acetic acid), ClC1=CC2=C(OCCC2(O[Si](C)(C)C)C#N)C2=CC=CC=C12 (6-chloro-4-cyano-4-trimethylsilyloxy-3,4-dihydro-2H-naphtho[1,2-b]pyran), stannous chloride dihydrate. Yields the product Cl (hydrochloric acid), ClC1=CC2=C(OCCC2C(=O)O)C2=CC=CC=C12 (6-chloro-3,4-dihydro-2H-naphtho[1,2-b]pyran-4-carboxylic acid). Reaction SMILES: [Cl:1][C:2]1[C:22]2[C:17](=[CH:18][CH:19]=[CH:20][CH:21]=2)[C:5]2[O:6][CH2:7][CH2:8]C(C#N)(O[Si](C)(C)C)[C:4]=2[CH:3]=1.[C:23]([OH:26])(=[O:25])[CH3:24]>>[ClH:1].[Cl:1][C:2]1[C:22]2[C:17](=[CH:18][CH:19]=[CH:20][CH:21]=2)[C:5]2[O:6][CH2:7][CH2:8][CH:24]([C:23]([OH:26])=[O:25])[C:4]=2[CH:3]=1. Procedure details: Following the procedure of Example 2, 6-chloro-4-cyano-4-trimethylsilyloxy-3,4-dihydro-2H-naphtho[1,2-b]pyran (0.52 g.), stannous chloride dihydrate (1.94 g.) were reacted in glacial acetic acid (5 ml.) and concentrated hydrochloric acid (5 ml.) to form 6-chloro-3,4-dihydro-2H-naphtho[1,2-b]pyran-4-carboxylic acid. Recrystallization from ethyl acetate-hexane yielded 0.23 g. of product, m.p. 141°-142° C. Reactants: C(C)O (ethanol), C1=CN=C2N1C1=C(CC[C@H]2NC(OCC2=CC=CC=C2)=O)C=CC=C1 (benzyl N-[(4R)-5,6-dihydro-4H-imidazo[1,2-a][1]benzazepin-4-yl]carbamate), I[Si](C)(C)C (iodotrimethylsilane), CCCCCC.C(C)O (hexane ethanol), I[Si](C)(C)C (iodotrimethylsilane). Solvent: hexanes, ClCCl (dichloromethane), ClCCl (dichloromethane). Conditions: time 16 hour. Yields the product I.I.C1=CN=C2N1C1=C(CC[C@H]2N)C=CC=C1 ((4R)-5,6-Dihydro-4H-imidazo[1,2-a][1]benzazepin-4-amine dihydroiodide). Yield: 98.1%. Reaction SMILES: [I:1][Si](C)(C)C.[CH:6]1[N:10]2[C:11]3[CH:30]=[CH:29][CH:28]=[CH:27][C:12]=3[CH2:13][CH2:14][C@@H:15]([NH:16]C(=O)OCC3C=CC=CC=3)[C:9]2=[N:8][CH:7]=1.C(O)C.CCCCCC.C(O)C>ClCCl>[IH:1].[IH:1].[CH:6]1[N:10]2[C:11]3[CH:30]=[CH:29][CH:28]=[CH:27][C:12]=3[CH2:13][CH2:14][C@@H:15]([NH2:16])[C:9]2=[N:8][CH:7]=1 |f:3.4,6.7.8|. Reported procedure: Add iodotrimethylsilane (783 mL, 5.49 mol) to dichloromethane (800 mL) and cool in an ice water bath. Dissolve benzyl N-[(4R)-5,6-dihydro-4H-imidazo[1,2-a][1]benzazepin-4-yl]carbamate (610 g, 1.83 mol) in dichloromethane (1 L) and add to the iodotrimethylsilane solution. After addition is complete, remove the ice water bath and allow the reaction to stir for approximately 16 hours at ambient temperature. Stir a mixture of hexanes (6 L) and ethanol (1 L) in an ice water bath. Add the reaction mix... Starting materials: CCO, NS(=O)(=O)c1nc2ccc([N+](=O)[O-])cc2s1. Yields the product Nc1ccc2nc(S(N)(=O)=O)sc2c1. Reaction SMILES: [CH3:17][CH2:18][OH:19].[N+:1]([O-:2])(=[O:3])[c:4]1[cH:5][c:6]2[c:7]([n:8][c:9]([S:11](=[O:12])(=[O:13])[NH2:14])[s:10]2)[cH:15][cH:16]1>>[NH2:1][c:4]1[cH:5][c:6]2[c:7]([n:8][c:9]([S:11](=[O:12])(=[O:13])[NH2:14])[s:10]2)[cH:15][cH:16]1. Reactants: ClC=1C(=NC=NC1Cl)N (5,6-dichloropyrimidin-4-amine), NC=1C=C(C=CC1)O (3-aminophenol), CC1(OB(OC1(C)C)C=1C=NN(C1)CC1=CC=C(C#N)C=C1)C (4-((4-(4,4,5,5-tetramethyl-1,3,2-dioxaborolan-2-yl)-1H-pyrazol-1-yl)methyl)benzonitrile), C(C=C)(=O)Cl (acryloyl chloride). The product is NC1=C(C(=NC=N1)OC=1C=C(C=CC1)NC(C=C)=O)C=1C=NN(C1)CC1=CC=C(C=C1)C#N (N-(3-((6-amino-5-(1-(4-cyanobenzyl)-1H-pyrazol-4-yl)pyrimidin-4-yl)oxy)phenyl)acrylamide). As a reaction SMILES: Cl[C:2]1[C:3]([NH2:9])=[N:4][CH:5]=[N:6][C:7]=1Cl.[NH2:10][C:11]1[CH:12]=[C:13]([OH:17])[CH:14]=[CH:15][CH:16]=1.CC1(C)C(C)(C)OB([C:26]2[CH:27]=[N:28][N:29]([CH2:31][C:32]3[CH:39]=[CH:38][C:35]([C:36]#[N:37])=[CH:34][CH:33]=3)[CH:30]=2)O1.[C:41](Cl)(=[O:44])[CH:42]=[CH2:43]>>[NH2:9][C:3]1[N:4]=[CH:5][N:6]=[C:7]([O:17][C:13]2[CH:12]=[C:11]([NH:10][C:41](=[O:44])[CH:42]=[CH2:43])[CH:16]=[CH:15][CH:14]=2)[C:2]=1[C:26]1[CH:27]=[N:28][N:29]([CH2:31][C:32]2[CH:33]=[CH:34][C:35]([C:36]#[N:37])=[CH:38][CH:39]=2)[CH:30]=1. Procedure details: N-(3-((6-amino-5-(1-(4-cyanobenzyl)-1H-pyrazol-4-yl)pyrimidin-4-yl)oxy)phenyl)acrylamide was prepared from 5,6-dichloropyrimidin-4-amine, 3-aminophenol, 4-((4-(4,4,5,5-tetramethyl-1,3,2-dioxaborolan-2-yl)-1H-pyrazol-1-yl)methyl)benzonitrile, and acryloyl chloride using methods A, C, and F. HPLC purity: 97%. MS: m/z=438 [M+H]+. 1H-NMR (DMSO-d6) δ 10.21 (s, 1H), 8.18 (s, 1H), 8.03 (s, 1H), 7.82 (d, 2H), 7.76 (s, 1H), 7.52 (s, 1H), 7.42 (d, 2H), 7.40 (d, 1H), 7.30 (t, 1H), 6.89-6.67 (m, 2.5H), 6.42... Reactants: CI (methyl iodide), ClC1=CC2=C(N=C(NS2(=O)=O)N2CCNCC2)C=C1 (7-chloro-3-(1-piperazinyl)-2H-1,2,4-benzothiadiazine 1,1-dioxide), C([O-])([O-])=O.[Na+].[Na+] (sodium carbonate). The solvent is CN(C=O)C (dimethylformamide). Run at time 2 hour. Product: ClC1=CC2=C(N=C(NS2(=O)=O)N2CCN(CC2)C)C=C1 (7-Chloro-3-(4-methyl-1-piperazinyl)-2H-1,2,4-benzothiadiazine 1,1-dioxide). Yield: 38.2%. Reaction SMILES: [Cl:1][C:2]1[CH:19]=[CH:18][C:5]2[N:6]=[C:7]([N:12]3[CH2:17][CH2:16][NH:15][CH2:14][CH2:13]3)[NH:8][S:9](=[O:11])(=[O:10])[C:4]=2[CH:3]=1.CI.[C:22](=O)([O-])[O-].[Na+].[Na+]>CN(C)C=O>[Cl:1][C:2]1[CH:19]=[CH:18][C:5]2[N:6]=[C:7]([N:12]3[CH2:17][CH2:16][N:15]([CH3:22])[CH2:14][CH2:13]3)[NH:8][S:9](=[O:10])(=[O:11])[C:4]=2[CH:3]=1 |f:2.3.4|. Procedure: To a solution of 1.0 g of 7-chloro-3-(1-piperazinyl)-2H-1,2,4-benzothiadiazine 1,1-dioxide in 15 ml of dimethylformamide is added dropwise at 0° C. 0.56 g of 93% methyl iodide, in the presence of 0.7 g of anhydrous sodium carbonate. The mixture is stirred for 2 hours, while the temperature is kept at 0° C. After removal of dimethylformamide by distillation under reduced pressure, the resulting residue is triturated with 10 ml of water to precipitate the crystals. The collected precipitate is rec... Reactants: O (water), [H-].[Na+] (Sodium hydride), C(C1=CC=CC=C1)OCCBr (Bromoethyl benzyl ether), C(C)OC(C(C(=O)OCC)C1=CC=CC=C1)=O (phenylmalonic acid diethyl ester). The solvent is CN(C=O)C (dimethylformamide). Conditions: temperature 0 celsius, time 30 minute. The product is C(C)OC(C(C(=O)OCC)(C1=CC=CC=C1)CCOCC1=CC=CC=C1)=O (2-(2-Benzyloxyethyl)-2-phenylmalonic acid diethyl ester). The yield is 38.3%. Reaction SMILES: [H-].[Na+].[CH2:3]([O:5][C:6](=[O:19])[CH:7]([C:13]1[CH:18]=[CH:17][CH:16]=[CH:15][CH:14]=1)[C:8]([O:10][CH2:11][CH3:12])=[O:9])[CH3:4].[CH2:20]([O:27][CH2:28][CH2:29]Br)[C:21]1[CH:26]=[CH:25][CH:24]=[CH:23][CH:22]=1.O>CN(C)C=O>[CH2:11]([O:10][C:8](=[O:9])[C:7]([CH2:29][CH2:28][O:27][CH2:20][C:21]1[CH:26]=[CH:25][CH:24]=[CH:23][CH:22]=1)([C:13]1[CH:18]=[CH:17][CH:16]=[CH:15][CH:14]=1)[C:6]([O:5][CH2:3][CH3:4])=[O:19])[CH3:12] |f:0.1|. Procedure: Sodium hydride (406 mg) was dissolved in dimethylformamide (20 mL) and the solution was cooled to 0° C. To this solution was added phenylmalonic acid diethyl ester (2.0 g), and the mixture was stirred at room temperature for 30 minutes. Bromoethyl benzyl ether (2.0 g) was further added thereto, stirred at 60° C. for 4 hours, and water was added thereto. The reaction mixture was concentrated, diluted with ethyl acetate, washed with water, dried over sodium sulfate and purified by column chromatog...